describe an organic reaction: reactants, conditions, products, and yield From a dataset of the Open Reaction Database (ORD), a public repository of structured organic reaction records. Reactants: resultant mixture, COC1=CC=C2CCCC(C2=C1)C(=O)OC (7-Methoxytetralin-1-yl-carboxylic Acid, Methyl Ester), CI (MeI), [H-].[Na+] (NaH). Run in CN(C)C=O (DMF). Conditions: time 8 hour. Yields the product COC(=O)C1(CCCC2=CC=C(C=C12)OC)C (7-Methoxy-1-methyltetralin-1-yl-carboxylic Acid Methyl Ester). Yield: 42.7%. Reaction SMILES: [CH3:1][O:2][C:3]1[CH:12]=[C:11]2[C:6]([CH2:7][CH2:8][CH2:9][CH:10]2[C:13]([O:15][CH3:16])=[O:14])=[CH:5][CH:4]=1.[CH3:17]I.[H-].[Na+]>CN(C=O)C>[CH3:16][O:15][C:13]([C:10]1([CH3:17])[C:11]2[C:6](=[CH:5][CH:4]=[C:3]([O:2][CH3:1])[CH:12]=2)[CH2:7][CH2:8][CH2:9]1)=[O:14] |f:2.3|. Procedure: 7-Methoxytetralin-1-yl-carboxylic acid, methyl ester (0.4 g; 1.8 mmol; from step (i) above) and MeI (0.13 mL, 2.0 mmol) were added to a slurry of NaH (55% in oil; 87 mg; 2.0 mmol) in DMF (5 mL) and the mixture was stirred at RT overnight. The resultant mixture was poured onto water, and the water mixture was extracted with EtOAc:toluene 3 times. The combined organic layer was washed with water, dried (Na2SO4), and concentrated. Flash chromatography (Si-gel; heptane:EtOAc; 4:1) yielded 0.18 g (42... Reactants: CC(=O)OCC=C(C)CCc1c(C)c(O)c(C)c(C)c1O, CS(C)=O, [Ca+2], [Cl-], [H-], [H-], [NH4+]. Product: C=CC1(C)CCc2c(C)c(O)c(C)c(C)c2O1. As a reaction SMILES: [C:1]([O:2][CH2:5][CH:6]=[C:7]([CH2:8][CH2:9][c:10]1[c:11]([OH:20])[c:12]([CH3:19])[c:13]([CH3:18])[c:14]([OH:17])[c:15]1[CH3:16])[CH3:21])(=[O:3])[CH3:4].[CH3:27][S:28]([CH3:29])=[O:30].[Ca+2:23].[Cl-:25].[H-:22].[H-:24].[NH4+:26]>>[CH2:5]=[CH:6][C:7]1([CH3:21])[CH2:8][CH2:9][c:10]2[c:11]([c:12]([CH3:19])[c:13]([CH3:18])[c:14]([OH:17])[c:15]2[CH3:16])[O:20]1. Starting materials: C(C)OC(=O)C=1C(C=2C=C3C(=NC2N(C1)CC)C=C(C(=C3)F)F)=O (3-ethoxycarbonyl-1-ethyl-7,8-difluoro-4-oxo-1,4-dihydro-benzo[b][1,8]naphthyridine). Run in Cl (hydrochloric acid), C(C)(=O)O (acetic acid). Run at temperature 20 celsius. The product is C(C)N1C=C(C(C=2C=C3C(=NC12)C=C(C(=C3)F)F)=O)C(=O)O (1-ethyl-7,8-difluoro-4-oxo-1,4-dihydro-benzo[b][1,8]naphthyridine-3-carboxylic acid). The yield is 86.0%. RXN SMILES: C([O:3][C:4]([C:6]1[C:7](=[O:24])[C:8]2[CH:9]=[C:10]3[CH:21]=[C:20]([F:22])[C:19]([F:23])=[CH:18][C:11]3=[N:12][C:13]=2[N:14]([CH2:16][CH3:17])[CH:15]=1)=[O:5])C>Cl.C(O)(=O)C>[CH2:16]([N:14]1[C:13]2[N:12]=[C:11]3[CH:18]=[C:19]([F:23])[C:20]([F:22])=[CH:21][C:10]3=[CH:9][C:8]=2[C:7](=[O:24])[C:6]([C:4]([OH:5])=[O:3])=[CH:15]1)[CH3:17]. Procedure: A suspension of 8 g of 3-ethoxycarbonyl-1-ethyl-7,8-difluoro-4-oxo-1,4-dihydro-benzo[b][1,8]naphthyridine in 80 cm3 of 17.5% hydrochloric acid and 80 cm3 of acetic acid is heated, with stirring, at a temperature close to 100 hour and 30 minutes. After cooling to about 20° C., the insoluble matter is drained, washed with 3 times 20 cm3 of water and recrystallized from 50 cm3 of dimethylformamide. 6.3 g of 1-ethyl-7,8-difluoro-4-oxo-1,4-dihydro-benzo[b][1,8]naphthyridine-3-carboxylic acid are obta... The reactants are CCOCCl, CCOCC, [H-], [Na+], C1CCOC1, c1ccc(CN(Cc2ccccc2)c2nc3ccccc3c3[nH]cnc23)cc1. The product is CCOCn1cnc2c(N(Cc3ccccc3)Cc3ccccc3)nc3ccccc3c21. Reaction SMILES: [CH2:31]([CH3:32])[O:33][CH2:34][Cl:35].[CH3:41][CH2:42][O:43][CH2:44][CH3:45].[H-:29].[Na+:30].[O:36]1[CH2:37][CH2:38][CH2:39][CH2:40]1.[c:1]1([CH2:7][N:8]([c:9]2[n:10][c:11]3[cH:12][cH:13][cH:14][cH:15][c:16]3[c:17]3[c:18]2[n:19][cH:20][nH:21]3)[CH2:22][c:23]2[cH:24][cH:25][cH:26][cH:27][cH:28]2)[cH:2][cH:3][cH:4][cH:5][cH:6]1>>[c:1]1([CH2:7][N:8]([c:9]2[n:10][c:11]3[cH:12][cH:13][cH:14][cH:15][c:16]3[c:17]3[c:18]2[n:19][cH:20][n:21]3[CH2:34][O:33][CH2:31][CH3:32])[CH2:22][c:23]2[cH:24][cH:25][cH:26][cH:27][cH:28]2)[cH:2][cH:3][cH:4][cH:5][cH:6]1. Starting materials: Cl.N[C@@H](CC(=O)OCC)CC1=CC=C(C=C1)C1=CC(=CC=C1)Cl ((R)-ethyl 3-amino-4-(3′-chlorobiphenyl-4-yl)butanoate hydrochloride), N(=C=O)CC(=O)OCC (ethyl isocyanatoacetate), N(=C=O)CC(=O)OCC (ethyl isocyanatoacetate), N1=CC=CC=C1 (pyridine), [OH-].[Na+] (NaOH), Cl (HCl). Solvent: CN(C)C=O (DMF). Run at time 2 hour. The product is C(=O)(O)CNC(N[C@@H](CC(=O)O)CC1=CC=C(C=C1)C1=CC(=CC=C1)Cl)=O ((R)-3-(3-Carboxymethyl-ureido)-4-(3′-chloro-biphenyl-4-yl)-butyric acid). As a reaction SMILES: Cl.[NH2:2][C@H:3]([CH2:10][C:11]1[CH:16]=[CH:15][C:14]([C:17]2[CH:22]=[CH:21][CH:20]=[C:19]([Cl:23])[CH:18]=2)=[CH:13][CH:12]=1)[CH2:4][C:5]([O:7]CC)=[O:6].[N:24]([CH2:27][C:28]([O:30]CC)=[O:29])=[C:25]=[O:26].N1C=CC=CC=1.[OH-].[Na+].Cl>CN(C=O)C>[C:28]([CH2:27][NH:24][C:25](=[O:26])[NH:2][C@H:3]([CH2:10][C:11]1[CH:12]=[CH:13][C:14]([C:17]2[CH:22]=[CH:21][CH:20]=[C:19]([Cl:23])[CH:18]=2)=[CH:15][CH:16]=1)[CH2:4][C:5]([OH:7])=[O:6])([OH:30])=[O:29] |f:0.1,4.5|. Reported procedure: To a solution of Intermediate 8-1 (90 mg, 0.254 mmol) and ethyl isocyanatoacetate (Intermediate 16-1: 39.4 mg, 0.305 mmol) in DMF (3 mL) is added pyridine (2.93 g, 37.1 mmol) and the mixture is stirred at room temperature for 2 hours. The solvent is removed under reduced pressure and the residue is used directly in the next step. Next, the above residue is dissolved in EtOH (1 mL) and 1N NaOH (3 mL, 3 mmol) is added. The mixture is stirred at room temperature for 2 hours then is acidified with 1... Reactants: ice water, CC=1C=C2C(=C(C(NC2=CC1)=O)C#N)N1CCN(CC1)C(=O)C=1SC=CC1 (6-Methyl-2-oxo-4-[4-(thiophene-2-carbonyl)-piperazin-1-yl]-1,2-dihydro-quinolin-3-carbonitrile), ClCCN1CCOCC1 (4-(2-chloro ethyl) morpholine), C([O-])([O-])=O.[K+].[K+] (potassium carbonate). Run in CN(C)C=O (DMF). The product is CC=1C=C2C(=C(C(N(C2=CC1)CCN1CCOCC1)=O)C#N)N1CCN(CC1)C(=O)C=1SC=CC1 (6-Methyl-1-(2-morpholin-4-yl-ethyl)-2-oxo-4-[4-(thiophene-2-carbonyl)-piperazin-1-yl]-1,2-dihydro-quinolin-3-carbonitrile). Isolated yield 17.2%. RXN SMILES: [CH3:1][C:2]1[CH:3]=[C:4]2[C:9](=[CH:10][CH:11]=1)[NH:8][C:7](=[O:12])[C:6]([C:13]#[N:14])=[C:5]2[N:15]1[CH2:20][CH2:19][N:18]([C:21]([C:23]2[S:24][CH:25]=[CH:26][CH:27]=2)=[O:22])[CH2:17][CH2:16]1.Cl[CH2:29][CH2:30][N:31]1[CH2:36][CH2:35][O:34][CH2:33][CH2:32]1.C(=O)([O-])[O-].[K+].[K+]>CN(C=O)C>[CH3:1][C:2]1[CH:3]=[C:4]2[C:9](=[CH:10][CH:11]=1)[N:8]([CH2:29][CH2:30][N:31]1[CH2:36][CH2:35][O:34][CH2:33][CH2:32]1)[C:7](=[O:12])[C:6]([C:13]#[N:14])=[C:5]2[N:15]1[CH2:16][CH2:17][N:18]([C:21]([C:23]2[S:24][CH:25]=[CH:26][CH:27]=2)=[O:22])[CH2:19][CH2:20]1 |f:2.3.4|. Reported procedure: A solution of Compound 107 (1 g, 2.64 mmol), 4-(2-chloro ethyl) morpholine (2.45 g, 13.2 mmol), and potassium carbonate (3.64 g, 26.4 mmol) in DMF was heated overnight at 90° C. The solution was cooled and poured into ice water. The solids formed were filtered, washed by water, and dried. The crude product was purified by flash chromatography eluting with 0-10% methanol in ethylacetate gradient to yield 223 mg (17%) of white solids. M.P. 207° C. 1H NMR (DMSO-d6): δ 2.40 (s, 3H), 3.54 (m, 4H), 3.... Starting materials: BrCC1CO1, O=C([O-])[O-], CC(C)=O, [K+], [K+], O, Oc1cccc2sncc12. Yields the product c1cc(OCC2CO2)c2cnsc2c1. As a reaction SMILES: [Br:11][CH2:12][CH:13]1[CH2:14][O:15]1.[C:16](=[O:17])([O-:18])[O-:19].[CH3:23][C:24](=[O:25])[CH3:26].[K+:20].[K+:21].[OH2:22].[OH:1][c:2]1[cH:3][cH:4][cH:5][c:6]2[c:7]1[cH:8][n:9][s:10]2>>[O:1]([c:2]1[cH:3][cH:4][cH:5][c:6]2[c:7]1[cH:8][n:9][s:10]2)[CH2:12][CH:13]1[CH2:14][O:15]1. The reactants are C(C1=CC=CC=C1)N1C2=C(N=C3C(C1=O)CCC3)C=CC(=C2)F (9-benzyl-7-fluoro-2,3,9,10a-tetrahydrobenzo[b]cyclopenta[e][1,4]diazepin-10(1H)-one). Solvent: C(C)OCC (diethyl ether). Product: C(C1=CC=CC=C1)N1C2=C(N[C@H]3[C@@H](C1=O)CCC3)C=CC(=C2)F ((3aR*,10aS*)-9-Benzyl-7-fluoro-2,3,3a,4,9,10a-hexahydrobenzo[b]cyclopenta[e][1,4]diazepin-10(1H)-one). Yield: 94.0%. As a reaction SMILES: [CH2:1]([N:8]1[C:14](=[O:15])[CH:13]2[CH2:16][CH2:17][CH2:18][C:12]2=[N:11][C:10]2[CH:19]=[CH:20][C:21]([F:23])=[CH:22][C:9]1=2)[C:2]1[CH:7]=[CH:6][CH:5]=[CH:4][CH:3]=1>C(OCC)C>[CH2:1]([N:8]1[C:14](=[O:15])[C@H:13]2[CH2:16][CH2:17][CH2:18][C@H:12]2[NH:11][C:10]2[CH:19]=[CH:20][C:21]([F:23])=[CH:22][C:9]1=2)[C:2]1[CH:3]=[CH:4][CH:5]=[CH:6][CH:7]=1. Reported procedure: Employing 9-benzyl-7-fluoro-2,3,9,10a-tetrahydrobenzo[b]cyclopenta[e][1,4]diazepin-10(1H)-one, the titled compound was synthesized by substantially the same procedure as in Reference Example 15. Yield 94%. m.p.124°-126° C. (diethyl ether). The reactants are COC(=O)C=Cc1ccc(CC(C)=O)cc1, NCC(O)c1cccc(F)c1. Product: COC(=O)C=Cc1ccc(CC(C)NCC(O)c2cccc(F)c2)cc1. Reaction SMILES: [C:12](=[O:13])([O:14][CH3:15])[CH:16]=[CH:17][c:18]1[cH:19][cH:20][c:21]([CH2:24][C:25]([CH3:26])=[O:27])[cH:22][cH:23]1.[OH:1][CH:2]([CH2:3][NH2:4])[c:5]1[cH:6][c:7]([F:11])[cH:8][cH:9][cH:10]1>>[OH:1][CH:2]([CH2:3][NH:4][CH:25]([CH2:24][c:21]1[cH:20][cH:19][c:18]([CH:17]=[CH:16][C:12](=[O:13])[O:14][CH3:15])[cH:23][cH:22]1)[CH3:26])[c:5]1[cH:6][c:7]([F:11])[cH:8][cH:9][cH:10]1.